The task is: describe an organic reaction: reactants, conditions, products, and yield. This data is from the Open Reaction Database (ORD), a public repository of structured organic reaction records. Reactants: C(C)(C)(C)OC(=O)NC(C(=O)OCC1=CC=CC=C1)CC=1C(=NOC1C(=O)OCC1=CC=CC=C1)OCC (benzyl (RS)-2-[(tert-butoxycarbonyl)amino]-3-(5-benzyloxycarbonyl-3-ethoxyisoxazol-4-yl)propionate), Cl (HCl). Run in C(C)OCC (dietyl ether). The product is Cl.NC(C(=O)OCC1=CC=CC=C1)CC=1C(=NOC1C(=O)OCC1=CC=CC=C1)OCC (Benzyl (RS)-2-Amino-3-(5-benzyloxycarbonyl-3-ethoxyisoxazol-4-yl)propionate Hydrochloride). Reaction SMILES: C(OC([NH:8][CH:9]([CH2:20][C:21]1[C:22]([O:36][CH2:37][CH3:38])=[N:23][O:24][C:25]=1[C:26]([O:28][CH2:29][C:30]1[CH:35]=[CH:34][CH:33]=[CH:32][CH:31]=1)=[O:27])[C:10]([O:12][CH2:13][C:14]1[CH:19]=[CH:18][CH:17]=[CH:16][CH:15]=1)=[O:11])=O)(C)(C)C.[ClH:39]>C(OCC)C>[ClH:39].[NH2:8][CH:9]([CH2:20][C:21]1[C:22]([O:36][CH2:37][CH3:38])=[N:23][O:24][C:25]=1[C:26]([O:28][CH2:29][C:30]1[CH:31]=[CH:32][CH:33]=[CH:34][CH:35]=1)=[O:27])[C:10]([O:12][CH2:13][C:14]1[CH:19]=[CH:18][CH:17]=[CH:16][CH:15]=1)=[O:11] |f:3.4|. Procedure details: A mixture of benzyl (RS)-2-[(tert-butoxycarbonyl)amino]-3-(5-benzyloxycarbonyl-3-ethoxyisoxazol-4-yl)propionate (1.9 g, 3.6 mmol) and a saturated solution of HCl in dietyl ether (40 mL) was boiled under reflux for 2 h. The formed crystals were collected by filtration, stirred with ethyl acetate, and collected by filtration (0.53 g, 32%): mp 142-144° C.; 1H NMR (DMSO-d6) δ1.32 (t, 3 H), 3.17 (dd, 1 H), 3.25 (dd, 1 H), 4.17-4.32 (m, 3 H), 5.09 (dd, 2 H), 5.39 (s, 2 H), 7.24-7.53 (m, 10 H); MS ((M+... Starting materials: COC1c2c(C)c(O)c(C)c(C)c2OC2(CCC2)C1C, CO, Cl. The product is CC1=Cc2c(C)c(O)c(C)c(C)c2OC12CCC2. Reaction SMILES: [CH3:1][O:2][CH:3]1[CH:4]([CH3:20])[C:5]2([O:6][c:7]3[c:8]([CH3:16])[c:9]([CH3:15])[c:10]([OH:14])[c:11]([CH3:13])[c:12]31)[CH2:17][CH2:18][CH2:19]2.[CH3:22][OH:23].[ClH:21]>>[CH:3]1=[C:4]([CH3:20])[C:5]2([O:6][c:7]3[c:8]([CH3:16])[c:9]([CH3:15])[c:10]([OH:14])[c:11]([CH3:13])[c:12]31)[CH2:17][CH2:18][CH2:19]2.